The task is: describe an organic reaction: reactants, conditions, products, and yield. This data is from the Open Reaction Database (ORD), a public repository of structured organic reaction records. Reactants: S(=O)(=O)(C(F)(F)F)C1=CC=C(C=C1)C (4-triflyltoluene), BrN1C(CCC1=O)=O (N-bromosuccinimide), C(C1=CC=CC=C1)(=O)OOC(C1=CC=CC=C1)=O (benzoyl peroxide). The solvent is C(Cl)(Cl)(Cl)Cl (carbon tetrachloride), C(Cl)(Cl)(Cl)Cl (carbon tetrachloride). The product is S(=O)(=O)(C(F)(F)F)C1=CC=C(C=C1)CBr (4-Triflyl-alpha-bromotoluene). Reaction SMILES: [S:1]([C:8]1[CH:13]=[CH:12][C:11]([CH3:14])=[CH:10][CH:9]=1)([C:4]([F:7])([F:6])[F:5])(=[O:3])=[O:2].[Br:15]N1C(=O)CCC1=O.C(OOC(=O)C1C=CC=CC=1)(=O)C1C=CC=CC=1>C(Cl)(Cl)(Cl)Cl>[S:1]([C:8]1[CH:13]=[CH:12][C:11]([CH2:14][Br:15])=[CH:10][CH:9]=1)([C:4]([F:5])([F:6])[F:7])(=[O:3])=[O:2]. Procedure details: A stirred solution of 22.4 g (0.1 mole) of 4-triflyltoluene, 178 g (0.1 mole) of N-bromosuccinimide, and 0.48 g (0.2 mole %) of benzoyl peroxide in carbon tetrachloride is heated at reflux for 20 hours. After cooling to room temperature, the reaction is diluted by the addition of carbon tetrachloride, and the solid byproducts are removed by filtration. The filtrate is concentrated in vacuo, and the product is purified by recrystallization from benzene. Reactants: CS(=O)(=O)C1=C(C(=C(C=C1)Br)Cl)CBr (4-bromo-2-bromomethyl-3-chlorophenyl methyl sulfone), C[O-].[Na+] (sodium methoxide). The solvent is CO (methanol). Run at time 8 hour. Product: CS(=O)(=O)C1=C(C(=C(C=C1)Br)Cl)COC (4-Bromo-3-chloro-2-methoxymethylphenyl methyl sulfone). RXN SMILES: [CH3:1][S:2]([C:5]1[CH:10]=[CH:9][C:8]([Br:11])=[C:7]([Cl:12])[C:6]=1[CH2:13]Br)(=[O:4])=[O:3].[CH3:15][O-:16].[Na+]>CO>[CH3:1][S:2]([C:5]1[CH:10]=[CH:9][C:8]([Br:11])=[C:7]([Cl:12])[C:6]=1[CH2:13][O:16][CH3:15])(=[O:4])=[O:3] |f:1.2|. Procedure details: To a suspension comprising 8.5 g of 4-bromo-2-bromomethyl-3-chlorophenyl methyl sulfone and 100 ml of methanol, 1.5 g of sodium methoxide (95%) was added under cooling with ice, and then the mixture was stirred at room temperature overnight. Starting materials: C(C)N(C(=O)N[C@@H]1CN([C@@H]2CC3=CNC4=CC(=CC([C@H]2C1)=C34)O)C)CC (1,1-diethyl-3-(13-hydroxy-6-methyl-8α-ergolinyl)urea), C(C)(=O)OC(C)=O (acetic anhydride). The solvent is N1=CC=CC=C1 (pyridine). Reaction conditions: time 1 hour. Yields the product C(C)(=O)OC=1C=C2NC=C3C[C@H]4N(C[C@H](C[C@@H]4C(C1)=C32)NC(N(CC)CC)=O)C (3-(13-Acetoxy-6-methyl-8α-ergolinyl)-1,1-diethylurea). RXN SMILES: [CH2:1]([N:3]([CH2:25][CH3:26])[C:4]([NH:6][C@H:7]1[CH2:21][C@H:20]2[C@@H:10]([CH2:11][C:12]3[C:22]4[C:15](=[CH:16][C:17]([OH:23])=[CH:18][C:19]2=4)[NH:14][CH:13]=3)[N:9]([CH3:24])[CH2:8]1)=[O:5])[CH3:2].[C:27](OC(=O)C)(=[O:29])[CH3:28]>N1C=CC=CC=1>[C:27]([O:23][C:17]1[CH:16]=[C:15]2[C:22]3[C:12]([CH2:11][C@@H:10]4[C@@H:20]([C:19]=3[CH:18]=1)[CH2:21][C@H:7]([NH:6][C:4](=[O:5])[N:3]([CH2:1][CH3:2])[CH2:25][CH3:26])[CH2:8][N:9]4[CH3:24])=[CH:13][NH:14]2)(=[O:29])[CH3:28]. Reported procedure: At room temperature, 100 mg of 1,1-diethyl-3-(13-hydroxy-6-methyl-8α-ergolinyl)urea is dissolved in 1 ml of pyridine and 1 ml of acetic anhydride. After one hour, the mixture is poured on ice, extracted, after 15 minutes of stirring, with methylene-chloride, the organic phase is dried with sodium sulfate, and evaporated. The residue is crystallized from ethyl acetate. Reactants: Cc1cc(O)ccc1C=O, ClCC1CO1, [Na+], [OH-]. The product is Cc1cc(OCC2CO2)ccc1C=O. As a reaction SMILES: [CH3:6][c:7]1[c:8]([CH:9]=[O:10])[cH:11][cH:12][c:13]([OH:15])[cH:14]1.[Cl:1][CH2:2][CH:3]1[CH2:4][O:5]1.[Na+:17].[OH-:16]>>[CH2:2]([CH:3]1[CH2:4][O:5]1)[O:15][c:13]1[cH:12][cH:11][c:8]([CH:9]=[O:10])[c:7]([CH3:6])[cH:14]1. Reactants: CC1=C(C=CC=C1C(F)(F)F)CC=1C(=NNC1)N (4-{[2-methyl-3-(trifluoromethyl)phenyl]methyl}-1H-pyrazol-3-amine), O=C(CC(=O)OCC)C1=CC=NC=C1 (ethyl 3-oxo-3-(4-pyridinyl)propanoate). The solvent is C(C)(=O)O (acetic acid). Conditions: time 2 hour. The product is CC1=C(CC=2C=NN3C2N=C(C=C3O)C3=CC=NC=C3)C=CC=C1C(F)(F)F (3-(2-methyl-3-(trifluoromethyl)benzyl)-5-(pyridin-4-yl)pyrazolo[1,5-a]pyrimidin-7-ol). RXN SMILES: [CH3:1][C:2]1[C:7]([C:8]([F:11])([F:10])[F:9])=[CH:6][CH:5]=[CH:4][C:3]=1[CH2:12][C:13]1[C:14]([NH2:18])=[N:15][NH:16][CH:17]=1.O=[C:20]([C:27]1[CH:32]=[CH:31][N:30]=[CH:29][CH:28]=1)[CH2:21][C:22](OCC)=[O:23]>C(O)(=O)C>[CH3:1][C:2]1[C:7]([C:8]([F:9])([F:10])[F:11])=[CH:6][CH:5]=[CH:4][C:3]=1[CH2:12][C:13]1[CH:17]=[N:16][N:15]2[C:22]([OH:23])=[CH:21][C:20]([C:27]3[CH:32]=[CH:31][N:30]=[CH:29][CH:28]=3)=[N:18][C:14]=12. Procedure details: To a solution of 4-{[2-methyl-3-(trifluoromethyl)phenyl]methyl}-1H-pyrazol-3-amine (115 mg, 0.45 mmol) in acetic acid (2.0 mL) was added ethyl 3-oxo-3-(4-pyridinyl)propanoate (87 mg, 0.45 mmol) in a microwave reaction vessel. It was sealed and irradiated (microwave) at 140° C. for 60 minutes. The reaction mixture was cooled and stood for 2 hours. Precipitate was observed, filtered. Solid was washed with acetic acid (1 mL), then ethanol (1 mL×2). Solid was dried. The titled compound was obtained.... Reactants: CN(C)C=O, CI, Cc1cc(Cl)n[nH]c1=O, [K+], [K+], O=C([O-])[O-], O. Product: Cc1cc(Cl)nn(C)c1=O. Reaction SMILES: [CH3:19][N:20]([CH3:21])[CH:22]=[O:23].[CH3:1][I:2].[Cl:3][c:4]1[cH:5][c:6]([CH3:11])[c:7](=[O:10])[nH:8][n:9]1.[K+:12].[K+:13].[O-:14][C:15]([O-:16])=[O:17].[OH2:18]>>[Cl:3][c:4]1[cH:5][c:6]([CH3:11])[c:7](=[O:10])[n:8]([CH3:15])[n:9]1. The reactants are [OH-].[K+] (Potassium hydroxide), IC1=C(C#N)C=C(C=C1)C(F)(F)F (2-iodo-5-(trifluoromethyl)benzonitrile), IC1=C(C#N)C=C(C=C1)C(F)(F)F (2-iodo-5-(trifluoromethyl)benzonitrile), C(C)(C)O (isopropanol). The solvent is O (H2O). Product: IC1=C(C(=O)O)C=C(C=C1)C(F)(F)F (2-iodo-5-(trifluoromethyl)benzoic acid). Reaction SMILES: [OH-:1].[K+].[I:3][C:4]1C=[CH:10][C:9]([C:12]([F:15])([F:14])[F:13])=[CH:8][C:5]=1C#N.[CH:16]([OH:19])([CH3:18])C>O>[I:3][C:4]1[CH:5]=[CH:8][C:9]([C:12]([F:15])([F:14])[F:13])=[CH:10][C:18]=1[C:16]([OH:19])=[O:1] |f:0.1|. Procedure: Potassium hydroxide (3.78 g; 0.0673 mol) was added to a stirred solution of 2-iodo-5-(trifluoromethyl)benzonitrile (Intermediate 8; 4 g; 0.0135 mol) in a 1:1 isopropanol:H2O solution (60 mL). The reaction was heated at reflux for 14 h and then partitioned between H2O (50 mL) and EtOAc (50 mL). The aqueous layer was extracted with EtOAc (50 mL) and acidified to pH 5 with 6N HCl. The aqueous layer was further extracted with EtOAc (4×50 mL) and the combined extracts were washed with brine (50 mL), ... Conditions: temperature 0 celsius, time 1.5 hour. Solvent: C1(=CC=CC=C1)C (toluene). Isolated yield 49.9%. Starting materials: C(C1=CC=CC=C1)#N (benzonitrile), C[Mg+].[Br-] (MeMgBr), CCOCC (ether), C(C)(C)NC(C)C (diisopropylamine). The product is C(C)(C)N(C(C1=CC=CC=C1)=N)C(C)C (N,N-diisopropylbenzamidine). Reaction SMILES: C[Mg+].[Br-].CCOCC.[CH:9]([NH:12][CH:13]([CH3:15])[CH3:14])([CH3:11])[CH3:10].[C:16](#[N:23])[C:17]1[CH:22]=[CH:21][CH:20]=[CH:19][CH:18]=1>C1(C)C=CC=CC=1>[CH:9]([N:12]([CH:13]([CH3:15])[CH3:14])[C:16](=[NH:23])[C:17]1[CH:22]=[CH:21][CH:20]=[CH:19][CH:18]=1)([CH3:11])[CH3:10] |f:0.1|. Procedure details: A solution of MeMgBr in ether (50.0 mL, 3.0 M, 0.15 mol) was added to a solution of diisopropylamine (16.17 g, 0.16 mol) in toluene (250 mL) at 50° C. The mixture was stirred for 1.5 h and a white precipitate formed. Next, the mixture was cooled to 0° C. and benzonitrile (15.4 g, 0.15 mol) was added. The mixture was allowed to warm to room temperature and stirred for 16 h subsequently. The conversion, determined by GC, appeared to be 90%. The mixture was quenched with water (100 mL). The organic... Reactants: C(C)(C)(C)C1=NC=NC(=C1)C (4-tert-butyl-6-methylpyrimidine), [Li+].CCC[CH2-] (N-butyllithium), hexanes, C(C)(C)NC(C)C (diisopropylamine), BrC=1C=C2C=C(C(=NC2=CC1)NC(C)(C)C)C=O (6-bromo-2-(tert-butylamino)quinoline-3-carbaldehyde). Run in C1CCOC1 (THF), C1CCOC1 (THF), C1CCOC1 (THF). Conditions: temperature -78 celsius, time 1.5 hour. Yields the product BrC=1C=C2C=C(C(=NC2=CC1)NC(C)(C)C)C(CC1=NC=NC(=C1)C(C)(C)C)O (1-(6-bromo-2-(tert-butylamino)quinolin-3-yl)-2-(6-tert-butylpyrimidin-4-yl)ethanol). RXN SMILES: [Li+].CCC[CH2-].C(NC(C)C)(C)C.[C:13]([C:17]1[CH:22]=[C:21]([CH3:23])[N:20]=[CH:19][N:18]=1)([CH3:16])([CH3:15])[CH3:14].[Br:24][C:25]1[CH:26]=[C:27]2[C:32](=[CH:33][CH:34]=1)[N:31]=[C:30]([NH:35][C:36]([CH3:39])([CH3:38])[CH3:37])[C:29]([CH:40]=[O:41])=[CH:28]2>C1COCC1>[Br:24][C:25]1[CH:26]=[C:27]2[C:32](=[CH:33][CH:34]=1)[N:31]=[C:30]([NH:35][C:36]([CH3:37])([CH3:39])[CH3:38])[C:29]([CH:40]([OH:41])[CH2:23][C:21]1[CH:22]=[C:17]([C:13]([CH3:16])([CH3:15])[CH3:14])[N:18]=[CH:19][N:20]=1)=[CH:28]2 |f:0.1|. Reported procedure: Cyanocopper (1.9 g, 21.5 mmol) and lithium chloride (1.8 g, 42.9 mmol) were stirred in THF (30 mL) until dissolved (approximately 20 min) and then cooled to 0° C. Next, tert-butyllithium (12.6 mL, 21.5 mmol) was slowly added the resulting solution was stirred at 0° C. for 25 min before cooling to −78° C. 4-Chloro-6-methylpyrimidine (2.3 g, 17.9 mmol) in THF (5 mL) was added and the reaction was allowed to warm to RT over 12 h. The reaction mixture was diluted with 10:1 saturated NH4Cl/NH4OH and ...